Dataset: the Open Reaction Database (ORD), a public repository of structured organic reaction records. Task: describe an organic reaction: reactants, conditions, products, and yield Reaction SMILES: [F:1][C:2]1([F:13])[O:6][C:5]2[CH:7]=[C:8]([F:12])[CH:9]=[C:10]([F:11])[C:4]=2[O:3]1.[Li]C(CC)C.[I:19]I.[NH4+].[Cl-]>O1CCCC1>[F:13][C:2]1([F:1])[O:6][C:5]2[CH:7]=[C:8]([F:12])[C:9]([I:19])=[C:10]([F:11])[C:4]=2[O:3]1 |f:3.4|. Isolated yield 30.0%. Procedure: 2,2,4,6-Tetrafluorobenzo[d][1,3]dioxole (500 mg, 2.6 mmol) was dissolved in dry tetrahydrofuran (7 mL), cooled to −70° C., treated dropwise with sec-BuLi (1.3 M; 2.1 mL, 2.7 mmol) and stirred for 1 h at −70° C. This mixture was treated dropwise with a solution of iodine (1.1 g, 4.4 mmol) in tetrahydrofuran (5 mL) over 10 min. After 2 h at −70° C., the mixture was treated with saturated NH4Cl, extracted with ethyl ether, dried (Na2SO4) and evaporated. The material was purified by reverse phase HP... Product: FC1(OC2=C(O1)C=C(C(=C2F)I)F)F (2,2,4,6-Tetrafluoro-5-iodobenzo[d][1,3]dioxole). Run in O1CCCC1 (tetrahydrofuran), O1CCCC1 (tetrahydrofuran). Reaction conditions: temperature -70 celsius, time 1 hour. Starting materials: II (iodine), [NH4+].[Cl-] (NH4Cl), FC1(OC2=C(O1)C=C(C=C2F)F)F (2,2,4,6-Tetrafluorobenzo[d][1,3]dioxole), [Li]C(C)CC (sec-BuLi). Starting materials: CCCCCCCC[Sn](=O)CCCCCCCC, O=C1C=CC(=O)O1. Product: CCCCCCCC[Sn+2]CCCCCCCC, O=C([O-])C=CC(=O)[O-]. RXN SMILES: [CH2:8]([CH2:9][CH2:10][CH2:11][CH2:12][CH2:13][CH2:14][CH3:15])[Sn:16]([CH2:17][CH2:18][CH2:19][CH2:20][CH2:21][CH2:22][CH2:23][CH3:24])=[O:25].[O:1]=[C:2]1[O:3][C:4](=[O:5])[CH:6]=[CH:7]1>>[CH2:8]([CH2:9][CH2:10][CH2:11][CH2:12][CH2:13][CH2:14][CH3:15])[Sn+2:16][CH2:17][CH2:18][CH2:19][CH2:20][CH2:21][CH2:22][CH2:23][CH3:24].[O:1]=[C:2]([CH:7]=[CH:6][C:4]([O-:3])=[O:5])[O-:25].